This data is from the Open Reaction Database (ORD), a public repository of structured organic reaction records. The task is: describe an organic reaction: reactants, conditions, products, and yield The reactants are BrC1=NC(=CC=C1)Br (2,6-dibromopyridine), OC1CNCC1 (3-hydroxypyrrolidine), C1CCC2=NCCCN2CC1 (1,8-diazabicyclo[5.4.0]-7-undecene). The solvent is O1CCCC1 (tetrahydrofuran). Run at temperature 70 celsius, time 11 hour. Product: BrC1=NC(=CC=C1)N1CC(CC1)O (2-bromo-6-(3-hydroxypyrrolidin-1-yl)pyridine). Isolated yield 100.9%. RXN SMILES: Br[C:2]1[CH:7]=[CH:6][CH:5]=[C:4]([Br:8])[N:3]=1.[OH:9][CH:10]1[CH2:14][CH2:13][NH:12][CH2:11]1.C1CCN2C(=NCCC2)CC1>O1CCCC1>[Br:8][C:4]1[CH:5]=[CH:6][CH:7]=[C:2]([N:12]2[CH2:13][CH2:14][CH:10]([OH:9])[CH2:11]2)[N:3]=1. Procedure: A mixture of 5.7 g of 2,6-dibromopyridine, 2.5 g of 3-hydroxypyrrolidine, 3.6 ml of 1,8-diazabicyclo[5.4.0]-7-undecene (DBU) and 20 ml of tetrahydrofuran was heated under stirring under nitrogen atmosphere in an oil bath at 70° C. for 11 hours. The reaction mixture was separated with ethyl acetate-water. The organic layer was washed with water and brine, dried over anhydrous magnesium sulfate, and then concentrated. The residue was subjected to silicagel column chromatography with 10–30% ethyl a... The reactants are N[C@H]1C2=C(C3=C(N(C1=O)CCOCC1=CC=CC=C1)C=CC=C3)C=CC=C2 ((S)-7-amino-5-(2-benzyloxy-ethyl)-5H,7H-dibenzo[b,d]azepin-6-one), C(C)OC(C(C(=O)O)(C)O)=O (2-hydroxy-2-methyl-malonic acid monoethyl ester), solid. The product is C(C)OC(C(C(=O)N[C@H]1C2=C(C3=C(N(C1=O)CCOCC1=CC=CC=C1)C=CC=C3)C=CC=C2)(C)O)=O (N—[(S)-5-(2-Benzyloxy-ethyl)-6-oxo-6,7-dihydro-5H-dibenzo[b,d]azepin-7-yl]-2-hydroxy-2-methyl-malonamic acid ethyl ester). RXN SMILES: [NH2:1][C@@H:2]1[C:8](=[O:9])[N:7]([CH2:10][CH2:11][O:12][CH2:13][C:14]2[CH:19]=[CH:18][CH:17]=[CH:16][CH:15]=2)[C:6]2[CH:20]=[CH:21][CH:22]=[CH:23][C:5]=2[C:4]2[CH:24]=[CH:25][CH:26]=[CH:27][C:3]1=2.[CH2:28]([O:30][C:31](=[O:38])[C:32]([OH:37])([CH3:36])[C:33](O)=[O:34])[CH3:29]>>[CH2:28]([O:30][C:31](=[O:38])[C:32]([OH:37])([CH3:36])[C:33]([NH:1][C@@H:2]1[C:8](=[O:9])[N:7]([CH2:10][CH2:11][O:12][CH2:13][C:14]2[CH:19]=[CH:18][CH:17]=[CH:16][CH:15]=2)[C:6]2[CH:20]=[CH:21][CH:22]=[CH:23][C:5]=2[C:4]2[CH:24]=[CH:25][CH:26]=[CH:27][C:3]1=2)=[O:34])[CH3:29]. Procedure: Using (S)-7-amino-5-(2-benzyloxy-ethyl)-5H,7H-dibenzo[b,d]azepin-6-one and 2-hydroxy-2-methyl-malonic acid monoethyl ester, the title compound was prepared in the same manner as described for example 1c. White solid (>98%). MS: m/e=503(M+H+).